From a dataset of the Open Reaction Database (ORD), a public repository of structured organic reaction records. describe an organic reaction: reactants, conditions, products, and yield Reactants: [BH4-], COc1ccc(CC(C)=O)cc1, [Na+], NCC(O)c1cccc(Br)c1. The product is COc1ccc(CC(C)NCC(O)c2cccc(Br)c2)cc1. RXN SMILES: [BH4-:24].[CH3:1][O:2][c:3]1[cH:4][cH:5][c:6]([CH2:9][C:10]([CH3:11])=[O:12])[cH:7][cH:8]1.[Na+:25].[OH:13][CH:14]([CH2:15][NH2:16])[c:17]1[cH:18][c:19]([Br:23])[cH:20][cH:21][cH:22]1>>[CH3:1][O:2][c:3]1[cH:4][cH:5][c:6]([CH2:9][CH:10]([CH3:11])[NH:16][CH2:15][CH:14]([OH:13])[c:17]2[cH:18][c:19]([Br:23])[cH:20][cH:21][cH:22]2)[cH:7][cH:8]1. The reactants are C([O-])([O-])=O.[Na+].[Na+] (Sodium carbonate), CC1=CC=CC(=N1)CN1N=CC=2C(=CC=CC12)N (1-((6-methylpyridin-2-yl)methyl)-1H-indazol-4-amine), OS(=O)(=O)O (H2SO4), ClN1C(CCC1=O)=O (N-chlorosuccinimide). Solvent: C1CCOC1 (THF), O (water). Run at time 5 minute. The product is ClC1=CC=C(C=2C=NN(C12)CC1=NC(=CC=C1)C)N (7-chloro-1-((6-methylpyridin-2-yl)methyl)-1H-indazol-4-amine). Isolated yield 33.5%. Reaction SMILES: [CH3:1][C:2]1[N:7]=[C:6]([CH2:8][N:9]2[C:17]3[CH:16]=[CH:15][CH:14]=[C:13]([NH2:18])[C:12]=3[CH:11]=[N:10]2)[CH:5]=[CH:4][CH:3]=1.OS(O)(=O)=O.[Cl:24]N1C(=O)CCC1=O.C(=O)([O-])[O-].[Na+].[Na+]>O.C1COCC1>[Cl:24][C:16]1[C:17]2[N:9]([CH2:8][C:6]3[CH:5]=[CH:4][CH:3]=[C:2]([CH3:1])[N:7]=3)[N:10]=[CH:11][C:12]=2[C:13]([NH2:18])=[CH:14][CH:15]=1 |f:3.4.5|. Reported procedure: A solution of 1-((6-methylpyridin-2-yl)methyl)-1H-indazol-4-amine (0.390 g, 1.64 mmol) and THF (8.0 mL) was cooled to −78° C. under N2. H2SO4 (0.0436 mL, 0.818 mmol) was added and the resulting brown suspension was stirred for 5 minutes. N-chlorosuccinimide (0.219 g, 1.64 mmol) was added in one portion and the reaction was stirred at −78° C. for 1 hour. Sodium carbonate (0.173 g, 1.64 mmol) was added and the mixture was warmed to ambient temperature. The mixture was diluted with water (20 mL) an... The reactants are CC(C)C1NC(OC1)=O (4-(2-propyl)-oxazolidine-2-one), C(CCC)[Li] (n-butyllithium), CCCCCC (hexane), CC(CCC(=O)Cl)C (4-methylpentanoyl chloride). Run in O1CCCC1 (tetrahydrofuran). Conditions: temperature -78 celsius, time 20 minute. Yields the product CC(CCC(=O)N1C(OC[C@@H]1C(C)C)=O)C ((4S)-3-(4-Methylpentanoyl)-4-(2-propyl)oxazolidine-2-one). Reaction SMILES: [CH3:1][CH:2]([CH:4]1[CH2:8][O:7][C:6](=[O:9])[NH:5]1)[CH3:3].C([Li])CCC.CCCCCC.[CH3:21][CH:22]([CH3:28])[CH2:23][CH2:24][C:25](Cl)=[O:26]>O1CCCC1>[CH3:21][CH:22]([CH3:28])[CH2:23][CH2:24][C:25]([N:5]1[C@@H:4]([CH:2]([CH3:3])[CH3:1])[CH2:8][O:7][C:6]1=[O:9])=[O:26]. Reported procedure: To a stirred solution of 4-(2-propyl)-oxazolidine-2-one in anhydrous tetrahydrofuran (250 ml) under a nitrogen atmosphere at -78° C. was added in a dropwise fashion a solution of n-butyllithium in hexane (50 ml, 77.4 mmol) over 5 to 10 min. After stirring an additional 20 min at -78° C., 4-methylpentanoyl chloride (85.2 mmol) was added neat. The reaction was warmed to room temperature and stirred 1 to 2 h at the temperature. The reaction was quenched by adding 100 ml of saturated aqueous ammoniu... Reactants: COC(=O)CBr, C1CCOC1, [H-], O=C1CCc2ccccc2N1, [Na+]. Yields the product COC(=O)CN1C(=O)CCc2ccccc21. RXN SMILES: [Br:1][CH2:2][C:3](=[O:4])[O:5][CH3:6].[CH2:20]1[O:21][CH2:22][CH2:23][CH2:24]1.[H-:7].[NH:9]1[C:10](=[O:19])[CH2:11][CH2:12][c:13]2[cH:14][cH:15][cH:16][cH:17][c:18]21.[Na+:8]>>[CH2:2]([C:3](=[O:4])[O:5][CH3:6])[N:9]1[C:10](=[O:19])[CH2:11][CH2:12][c:13]2[cH:14][cH:15][cH:16][cH:17][c:18]21. Starting materials: FC1=C(C=CC=C1)NC(NCC1=CC=C(C=C1)B(O)O)=O (4-[3-(2-Fluoro-phenyl)-ureidomethyl]phenylboronic acid), ClC1=C(C=NC2=C(C=CC=C12)C(F)(F)F)C(=O)C1=CC=CC=C1 ([4-chloro-8-(trifluoromethyl)quinolin-3-yl](phenyl)methanone). Yields the product C(C1=CC=CC=C1)(=O)C=1C=NC2=C(C=CC=C2C1C=1C=C(CNC(=O)NC2=C(C=CC=C2)F)C=CC1)C(F)(F)F (N-{3-[3-BENZOYL-8-(TRIFLUOROMETHYL)QUINOLIN-4-YL]BENZYL}-N′-(2-FLUOROPHENYL)UREA). RXN SMILES: [F:1][C:2]1[CH:7]=[CH:6][CH:5]=[CH:4][C:3]=1[NH:8][C:9](=[O:21])[NH:10][CH2:11][C:12]1[CH:17]=[CH:16][C:15](B(O)O)=[CH:14][CH:13]=1.Cl[C:23]1[C:32]2[C:27](=[C:28]([C:33]([F:36])([F:35])[F:34])[CH:29]=[CH:30][CH:31]=2)[N:26]=[CH:25][C:24]=1[C:37]([C:39]1[CH:44]=[CH:43][CH:42]=[CH:41][CH:40]=1)=[O:38]>>[C:37]([C:24]1[CH:25]=[N:26][C:27]2[C:32]([C:23]=1[C:14]1[CH:13]=[C:12]([CH:17]=[CH:16][CH:15]=1)[CH2:11][NH:10][C:9]([NH:8][C:3]1[CH:4]=[CH:5][CH:6]=[CH:7][C:2]=1[F:1])=[O:21])=[CH:31][CH:30]=[CH:29][C:28]=2[C:33]([F:36])([F:34])[F:35])(=[O:38])[C:39]1[CH:40]=[CH:41][CH:42]=[CH:43][CH:44]=1. Procedure details: The title compound was prepared from 4-[3-(2-Fluoro-phenyl)-ureidomethyl]phenylboronic acid and [4-chloro-8-(trifluoromethyl)quinolin-3-yl](phenyl)methanone according to the procedure of Example 1. MS (ES) m/z 541.9. The reactants are C(C1=CC=CC=C1)OC[C@H](CC(=O)OCC)O (ethyl (S)-4-benzyloxy-3-hydroxybutyrate), O.NN (hydrazine monohydrate). Run in C(C)O (ethanol), C(C)O (ethanol). Run at temperature 5 celsius, time 1 hour. The product is C(C1=CC=CC=C1)OC[C@H](CC(=O)NN)O ((S)-4-benzyloxy-3-hydroxybutanohydrazide). Isolated yield 74.3%. Reaction SMILES: [CH2:1]([O:8][CH2:9][C@@H:10]([OH:17])[CH2:11][C:12](OCC)=[O:13])[C:2]1[CH:7]=[CH:6][CH:5]=[CH:4][CH:3]=1.O.[NH2:19][NH2:20]>C(O)C>[CH2:1]([O:8][CH2:9][C@@H:10]([OH:17])[CH2:11][C:12]([NH:19][NH2:20])=[O:13])[C:2]1[CH:7]=[CH:6][CH:5]=[CH:4][CH:3]=1 |f:1.2|. Procedure details: In a 100 ml flask were put 4.15 g (17.4 mmol) of ethyl (S)-4-benzyloxy-3-hydroxybutyrate (optical purity: 89%e.e.) prepared in Reference Example 2, 20 ml of ethanol, and 2.62 g (52.2 mmol) of hydrazine monohydrate in a nitrogen stream, and the mixture was heated under reflux for 20 hours. The reaction mixture was cooled to room temperature (22 to 24° C.), and ethanol was removed by evaporation under reduced pressure. To the residue was added 40 ml of diethyl ether, followed by heating under refl...